This data is from the Open Reaction Database (ORD), a public repository of structured organic reaction records. The task is: describe an organic reaction: reactants, conditions, products, and yield The reactants are C(C1=CC=CC=C1)(=O)Cl (Benzoyl chloride), ClC=1C=C2C(=C(NC2=CC1)C1=CC=C(C=C1)Cl)CCC(=O)N1CCNCC1 (1-{3-[5-chloro-2-(4-chlorophenyl)-1H -indol-3-yl]-1-oxopropyl}piperazine). Solvent: N1=CC=CC=C1 (pyridine). Run at time 3 hour. Product: C(C1=CC=CC=C1)(=O)N1CCN(CC1)C(CCC1=C(NC2=CC=C(C=C12)Cl)C1=CC=C(C=C1)Cl)=O (4-Benzoyl-1-{3-[5-chloro-2-(4-chlorophenyl)-1H-indol-3-yl]-1-oxopropyl}piperazine). Isolated yield 58.0%. As a reaction SMILES: [C:1](Cl)(=[O:8])[C:2]1[CH:7]=[CH:6][CH:5]=[CH:4][CH:3]=1.[Cl:10][C:11]1[CH:12]=[C:13]2[C:17](=[CH:18][CH:19]=1)[NH:16][C:15]([C:20]1[CH:25]=[CH:24][C:23]([Cl:26])=[CH:22][CH:21]=1)=[C:14]2[CH2:27][CH2:28][C:29]([N:31]1[CH2:36][CH2:35][NH:34][CH2:33][CH2:32]1)=[O:30]>N1C=CC=CC=1>[C:1]([N:34]1[CH2:35][CH2:36][N:31]([C:29](=[O:30])[CH2:28][CH2:27][C:14]2[C:13]3[C:17](=[CH:18][CH:19]=[C:11]([Cl:10])[CH:12]=3)[NH:16][C:15]=2[C:20]2[CH:25]=[CH:24][C:23]([Cl:26])=[CH:22][CH:21]=2)[CH2:32][CH2:33]1)(=[O:8])[C:2]1[CH:7]=[CH:6][CH:5]=[CH:4][CH:3]=1. Procedure details: Benzoyl chloride (0.011 mL) was added to a stirred solution of 1-{3-[5-chloro-2-(4-chlorophenyl)-1H -indol-3-yl]-1-oxopropyl}piperazine (Description 30, 35 mg) in pyridine (0.5 mL) and the mixture was stirred at room temperature for 3 h. The solvent was evaporated under reduced pressure, hydrochloric acid (2M, 5 mL) and ethyl acetate (5 mL) were added and the layers were separated. The organic layer was dried (MgSO4) and the solvent was evaporated under reduced pressure. The residue was crystall... Starting materials: C(C)(C)N (isopropylamine), O1C(COC2=CC=C(C=C2)C=2N=NSC2)C1 (4-[4(2,3-epoxypropoxy)phenyl]-1,2,3-thiadiazole). The solvent is C(C)(C)O (isopropanol). Run at time 6 hour. Product: C(C)(C)NCC(COC1=CC=C(C=C1)C=1N=NSC1)O (4-[4(3-isopropylamino-2hydroxypropoxy)phenyl]-1,2,3-thiadiazole). Reaction SMILES: [CH:1]([NH2:4])([CH3:3])[CH3:2].[O:5]1[CH2:20][CH:6]1[CH2:7][O:8][C:9]1[CH:14]=[CH:13][C:12]([C:15]2[N:16]=[N:17][S:18][CH:19]=2)=[CH:11][CH:10]=1>C(O)(C)C>[CH:1]([NH:4][CH2:20][CH:6]([OH:5])[CH2:7][O:8][C:9]1[CH:14]=[CH:13][C:12]([C:15]2[N:16]=[N:17][S:18][CH:19]=2)=[CH:11][CH:10]=1)([CH3:3])[CH3:2]. Procedure: A mixture of 10 g. of isopropylamine, 2 g. of 4-[4(2,3-epoxypropoxy)phenyl]-1,2,3-thiadiazole and 10 ml. of isopropanol is refluxed under stirring for 6 hours. The isopropanol and unreacted isopropylamine are then removed by distillation under vacuo. Crystallization of the residue from methanol-ether produces the pure 4-[4(3-isopropylamino-2hydroxypropoxy)phenyl]-1,2,3-thiadiazole.